Task: describe an organic reaction: reactants, conditions, products, and yield. Dataset: the Open Reaction Database (ORD), a public repository of structured organic reaction records Run at time 1 hour. Yields the product Cl.Cl.CNCC1=CN(C(=C1)C1=CSC=C1C)S(=O)(=O)C=1C=NC=CC1 (N-methyl-1-[5-(4-methyl-3-thienyl)-1-(pyridin-3-ylsulfonyl)-1H-pyrrol-3-yl]methanamine dihydrochloride). Reported procedure: By a similar operation as in Example 26 and using tert-butyl methyl{[5-(4-methyl-3-thienyl)-1-(pyridin-3-ylsulfonyl)-1H-pyrrol-3-yl]methyl}carbamate (200 mg), the title compound was obtained as colorless crystals (yield 125 mg, 67%). More specifically, tert-butyl methyl{[5-(4-methyl-3-thienyl)-1-(pyridin-3-ylsulfonyl)-1H-pyrrol-3-yl]methyl}carbamate (200 mg) was dissolved in dichloromethane (1 mL), trifluoroacetic acid (1 mL) was added at 0° C., and the mixture was stirred at room temperature fo... RXN SMILES: [CH3:1][N:2]([CH2:10][C:11]1[CH:15]=[C:14]([C:16]2[C:20]([CH3:21])=[CH:19][S:18][CH:17]=2)[N:13]([S:22]([C:25]2[CH:26]=[N:27][CH:28]=[CH:29][CH:30]=2)(=[O:24])=[O:23])[CH:12]=1)C(=O)OC(C)(C)C.FC(F)(F)C(O)=O.C(=O)([O-])O.[Na+].[Cl:43]CCl>>[ClH:43].[ClH:43].[CH3:1][NH:2][CH2:10][C:11]1[CH:15]=[C:14]([C:16]2[C:20]([CH3:21])=[CH:19][S:18][CH:17]=2)[N:13]([S:22]([C:25]2[CH:26]=[N:27][CH:28]=[CH:29][CH:30]=2)(=[O:23])=[O:24])[CH:12]=1 |f:2.3,5.6.7|. Reactants: FC(C(=O)O)(F)F (trifluoroacetic acid), CN(C(OC(C)(C)C)=O)CC1=CN(C(=C1)C1=CSC=C1C)S(=O)(=O)C=1C=NC=CC1 (tert-butyl methyl{[5-(4-methyl-3-thienyl)-1-(pyridin-3-ylsulfonyl)-1H-pyrrol-3-yl]methyl}carbamate), ClCCl (dichloromethane), C(O)([O-])=O.[Na+] (sodium hydrogencarbonate). The reactants are [Al+3], COC(=O)c1cnc2c(c1)NC(=O)CN2Cc1ccccc1, CO, CCOC(C)=O, [H-], [H-], [H-], [H-], [H-], [Li+], [Na+], C1CCOC1, O. The product is O=C1CN(Cc2ccccc2)c2ncc(CO)cc2N1. Reaction SMILES: [Al+3:26].[CH2:1]([c:2]1[cH:3][cH:4][cH:5][cH:6][cH:7]1)[N:8]1[c:9]2[c:10]([cH:15][c:16]([C:19](=[O:20])[O:21][CH3:22])[cH:17][n:18]2)[NH:11][C:12](=[O:14])[CH2:13]1.[CH3:31][OH:32].[CH3:39][CH2:40][O:41][C:42](=[O:43])[CH3:44].[H-:24].[H-:25].[H-:28].[H-:29].[H-:30].[Li+:27].[Na+:23].[O:33]1[CH2:34][CH2:35][CH2:36][CH2:37]1.[OH2:38]>>[CH2:1]([c:2]1[cH:3][cH:4][cH:5][cH:6][cH:7]1)[N:8]1[c:9]2[c:10]([cH:15][c:16]([CH2:19][OH:20])[cH:17][n:18]2)[NH:11][C:12](=[O:14])[CH2:13]1. The reactants are N12CCCCCC2=NCCC1 (1,8-Diazabicyclo[5.4.0]undec-7-ene), Cl (hydrochloric acid), NS(=O)(=O)C1=NN(C=C1C(=O)OC)C1=NC=CC=C1 (Methyl 3-(aminosulfonyl)-1-(2-pyridinyl)-1H-pyrazole-4-carboxylate), C1(=CC=CC=C1)OC(NC1=NC(=CC(=N1)OC)OC)=O (phenyl(4,6-dimethoxy-2-pyrimidinyl)carbamate). Run in C(C)#N (acetonitrile), ice water. Conditions: time 1 hour. The product is COC1=NC(=NC(=C1)OC)NC(=O)NS(=O)(=O)C1=NN(C=C1C(=O)OC)C1=NC=CC=C1 (Methyl [[(4,6-dimethoxypyrimidin-2-yl)aminocarbonyl]aminosulfonyl]-1-(2-pyridinyl)-1H-pyrazole-4-carboxylate). As a reaction SMILES: [NH2:1][S:2]([C:5]1[C:9]([C:10]([O:12][CH3:13])=[O:11])=[CH:8][N:7]([C:14]2[CH:19]=[CH:18][CH:17]=[CH:16][N:15]=2)[N:6]=1)(=[O:4])=[O:3].C1([O:26][C:27](=O)[NH:28][C:29]2[N:34]=[C:33]([O:35][CH3:36])[CH:32]=[C:31]([O:37][CH3:38])[N:30]=2)C=CC=CC=1.N12CCCN=C1CCCCC2.Cl>C(#N)C>[CH3:36][O:35][C:33]1[CH:32]=[C:31]([O:37][CH3:38])[N:30]=[C:29]([NH:28][C:27]([NH:1][S:2]([C:5]2[C:9]([C:10]([O:12][CH3:13])=[O:11])=[CH:8][N:7]([C:14]3[CH:19]=[CH:18][CH:17]=[CH:16][N:15]=3)[N:6]=2)(=[O:3])=[O:4])=[O:26])[N:34]=1. Procedure: 280 mg of Methyl 3-(aminosulfonyl)-1-(2-pyridinyl)-1H-pyrazole-4-carboxylate and phenyl(4,6-dimethoxy-2-pyrimidinyl)carbamate were dissolved in 10 mL of acetonitrile. 1,8-Diazabicyclo[5.4.0]undec-7-ene, 0.15 mL, was added, and the reaction was stirred one hour. The solution was diluted with 30 mL of ice-water and made acidic with concentrated hydrochloric acid. The solid that separated was collected to afford 260 mg of the title compound melting 183°-188° C. The reactants are CC=1C=C(C(=O)O)C=CC1 (3-methylbenzoic acid), 4-[(3-exo-8-azabicyclo[3.2.1]oct-3-yl)amino]-1H-pyrrolo[2,3-b]pyridine-5-carboxamide, ON1N=NC2=C1C=CC=C2 (1-hydroxybenzotriazole), CN1C(CCC1)=O (1-methyl-2-pyrrolidone), 1-ethyl-3-(3-dimethylaminopropyl)-1-carbodiimide 1-methyl-2-pyrrolidone. Reaction conditions: temperature 50 celsius, time 4 hour. Yields the product N1C=CC=2C1=NC=C(C2)C(=O)N (1H-pyrrolo[2,3-b]pyridine-5-carboxamide). Reaction SMILES: CC1C=C(C=CC=1)C(O)=[O:6].O[N:12]1[C:16]2[CH:17]=[CH:18][CH:19]=[CH:20][C:15]=2[N:14]=N1.[CH3:21][N:22]1CCC[C:23]1=O>>[NH:14]1[C:21]2=[N:22][CH:23]=[C:17]([C:16]([NH2:12])=[O:6])[CH:18]=[C:19]2[CH:20]=[CH:15]1. Reported procedure: To a solution of 3-methylbenzoic acid (22.4 mg) in 1-methyl-2-pyrrolidone (0.6 ml) were added 4-[(3-exo-8-azabicyclo[3.2.1]oct-3-yl)amino]-1H-pyrrolo[2,3-b]pyridine-5-carboxamide (42.8 mg) and 1-hydroxybenzotriazole (22.3 mg) Furthermore, 1M 1-ethyl-3-(3-dimethylaminopropyl)-1-carbodiimide/1-methyl-2-pyrrolidone solution (0.225 ml) was added, and the mixture was stirred for 4 hours at 50° C. After being cooled, the reaction solution was directly purified by preparative HPLC system (10 mM-NH4HCO3... The reactants are [H-].[Na+] (NaH), C1(=CC=CC=C1)CCl (PhCH2Cl), CN(C)C=O (DMF), CN(C)C=O (DMF), C1(CC1)N1C=C(C(C2=CC(=C(C(=C12)OC)F)F)=O)C(=O)O (1-cyclopropyl-6,7-difluoro-1,4-dihydro-8-methoxy-4-oxo-3-quinolinecarboxylic acid). The solvent is CO (MeOH), O (water). Reaction conditions: temperature 100 celsius, time 10 minute. The product is C(C1=CC=CC=C1)OC(=O)C1=CN(C2=C(C(=C(C=C2C1=O)F)F)OC)C1CC1 (1-cyclopropyl-6,7-difluoro-1,4-dihydro-8-methoxy-4-oxo-3-quinolinecarboxylic acid benzyl ester). The yield is 75.1%. Reaction SMILES: [H-].[Na+].CN(C=O)C.[CH:8]1([N:11]2[C:20]3[C:15](=[CH:16][C:17]([F:24])=[C:18]([F:23])[C:19]=3[O:21][CH3:22])[C:14](=[O:25])[C:13]([C:26]([OH:28])=[O:27])=[CH:12]2)[CH2:10][CH2:9]1.[C:29]1([CH2:35]Cl)[CH:34]=[CH:33][CH:32]=[CH:31][CH:30]=1>CO.O>[CH2:35]([O:27][C:26]([C:13]1[C:14](=[O:25])[C:15]2[C:20](=[C:19]([O:21][CH3:22])[C:18]([F:23])=[C:17]([F:24])[CH:16]=2)[N:11]([CH:8]2[CH2:9][CH2:10]2)[CH:12]=1)=[O:28])[C:29]1[CH:34]=[CH:33][CH:32]=[CH:31][CH:30]=1 |f:0.1|. Reported procedure: NaH (2.6 g, 0.065 mol) was suspended and dissolved into DMF (dimethylformamide; 25 ml) and the reaction solution was stirred for about 10 minutes. A DMF solution (100 ml) of 1-cyclopropyl-6,7-difluoro-1,4-dihydro-8-methoxy-4-oxo-3-quinolinecarboxylic acid (I) (14 g, 0.047 mol) was slowly dropped therein. After the completion of adding, the reaction mixture was stirred at room temperature for about 10 minutes and further PhCH2Cl (benzylchloride; 6.0 ml, 0.052 mol) was dropped therein. The reactio...